Dataset: the Open Reaction Database (ORD), a public repository of structured organic reaction records. Task: describe an organic reaction: reactants, conditions, products, and yield Starting materials: C(C)OC(C(CC)OC=1C=C2CCCC2=CC1[N+](=O)[O-])=O (2-(6-nitro-5-indanoxy)-butyric acid ethyl ester), C(C)OC(C(CC)OC=1C(=C2CCCC2=CC1)[N+](=O)[O-])=O (2-(4-nitro-5-indanoxy)-butyric acid ethyl ester). The product is C(C)OC(C(C)OC1=C(C=C2C(=C1)OCO2)[N+](=O)[O-])=O (2-(2-nitro-4,5-methylenedioxy-phenoxy)-propionic acid ethyl ester). Reported procedure: 2-(6-nitro-5-indanoxy)-butyric acid ethyl ester and 2-(4-nitro-5-indanoxy)-butyric acid ethyl ester RXN SMILES: [CH2:1]([O:3][C:4](=[O:21])[CH:5]([O:8][C:9]1[CH:10]=[C:11]2[C:15](=[CH:16][C:17]=1[N+:18]([O-:20])=[O:19])CCC2)[CH2:6]C)[CH3:2].C([O:24][C:25](=[O:42])C(OC1C([N+]([O-])=O)=C2C(=CC=1)CCC2)CC)C>>[CH2:1]([O:3][C:4](=[O:21])[CH:5]([O:8][C:9]1[CH:10]=[C:11]2[O:24][CH2:25][O:42][C:15]2=[CH:16][C:17]=1[N+:18]([O-:20])=[O:19])[CH3:6])[CH3:2]. Starting materials: C(OC1=CC(=NN1C1=NC=CC=C1)C1=C(C=CC=C1)C1=CC(=CC=C1)C1=CC=CC=C1)(OC(C)(C)C)=O (3-(3′-phenylbiphenyl-2-yl)-1-(pyridin-2-yl)-1H-pyrazol-5-yl tert-butyl carbonate), C(OC1=CC(=NN1C1=NC=CC=C1)C1=CC=C(C=C1)C1=CC=CC=C1)(OC(C)(C)C)=O (3-(biphenyl-4-yl)-1-(pyridin-2-yl)-1H-pyrazol-5-yl tert-butyl carbonate). Product: C1(=CC=CC=C1)C=1C=C(C=CC1)C1=C(C=CC=C1)C1=NN(C(=C1)O)C1=NC=CC=C1 (3-(3′-phenylbiphenyl-2-yl)-1-(pyridin-2-yl)-1H-pyrazol-5-ol). The yield is 82.0%. As a reaction SMILES: C(=O)(OC(C)(C)C)[O:2][C:3]1[N:7]([C:8]2[CH:13]=[CH:12][CH:11]=[CH:10][N:9]=2)[N:6]=[C:5]([C:14]2[CH:19]=[CH:18][CH:17]=[CH:16][C:15]=2[C:20]2[CH:25]=[CH:24][CH:23]=[C:22]([C:26]3[CH:31]=[CH:30][CH:29]=[CH:28][CH:27]=3)[CH:21]=2)[CH:4]=1.C(=O)(OC(C)(C)C)OC1N(C2C=CC=CN=2)N=C(C2C=CC(C3C=CC=CC=3)=CC=2)C=1>>[C:26]1([C:22]2[CH:21]=[C:20]([C:15]3[CH:16]=[CH:17][CH:18]=[CH:19][C:14]=3[C:5]3[CH:4]=[C:3]([OH:2])[N:7]([C:8]4[CH:13]=[CH:12][CH:11]=[CH:10][N:9]=4)[N:6]=3)[CH:25]=[CH:24][CH:23]=2)[CH:31]=[CH:30][CH:29]=[CH:28][CH:27]=1. Reported procedure: The title compound was prepared in the same manner as in Example D-1, except that an equimolar amount of Compound 33 of Example C-7 was used in place of Compound 27 of Example C-1. Starting materials: C(C)(C)(C)OC(NC(C)C1CN(CC12CC2)CC2=CC=CC=C2)=O ([1-(5-benzyl-5-azaspiro[2.4]hept-7-yl)ethyl]carbamic acid tert-butyl ester), [H][H] (hydrogen). Reagents/catalysts: [Pd] (palladium on carbon). The solvent is CO (methanol). Yields the product C(C)(C)(C)OC(NC(C)C1CNCC12CC2)=O ([1-(5-Azaspiro[2.4]hept-7-yl)ethyl]carbamic acid tert-butyl ester). RXN SMILES: [C:1]([O:5][C:6](=[O:24])[NH:7][CH:8]([CH:10]1[C:14]2([CH2:16][CH2:15]2)[CH2:13][N:12](CC2C=CC=CC=2)[CH2:11]1)[CH3:9])([CH3:4])([CH3:3])[CH3:2].[H][H]>CO.[Pd]>[C:1]([O:5][C:6](=[O:24])[NH:7][CH:8]([CH:10]1[C:14]2([CH2:15][CH2:16]2)[CH2:13][NH:12][CH2:11]1)[CH3:9])([CH3:2])([CH3:3])[CH3:4]. Reported procedure: A solution of [1-(5-benzyl-5-azaspiro[2.4]hept-7-yl)ethyl]carbamic acid tert-butyl ester (Example A4a, 1.47 g) in methanol (30 mL) in a Parr shaker is treated with 10% palladium on carbon (0.5 g) and hydrogen introduced (50 psi) for 24 hours. The reaction mixture is filtered through celite, washed with methanol, and the combined filtrate concentrated in vacuo to afford the title compound. MS CI: m/z 241 (MH+). Reactants: C[Si](N[Si](C)(C)C)(C)C (1,1,1,3,3,3-hexamethyldisilazane), C1(CC1)SC1=CC=C(C=C1)CC(=O)N(C)[C@@H]([C@@H](C1=CC=CC=C1)O)C (2-(4-cyclopropylsulfanyl-phenyl)-N-((1R,2R)-2-hydroxy-1-methyl-2-phenyl-ethyl)-N-methyl-acetamide), C(CCC)[Li] (n-butyl lithium), C(C)(C)(C)OC(NC1=CC(=CC=C1)CN1N=C(C=C1)NC([C@H](CC1CCCC1)C1=CC(=C(C=C1)S(=O)(=O)C)Cl)=O)=O ((3-{3-[2-(R)-(3-chloro-4-methanesulfonyl-phenyl)-3-cyclopentyl-propionylamino]-pyrazol-1-ylmethyl}-phenyl)-carbamic acid tert-butyl ester), 2,3-dimethyl-3,4,5,6-tetrahydro-2(1H)-pyrimidinone. The solvent is O1CCCC1 (tetrahydrofuran), O1CCCC1 (tetrahydrofuran), C(C)(=O)OCC (ethyl acetate). Run at temperature -78 celsius, time 15 minute. Yields the product C1(CCCC1)C[C@@H](C(=O)N(C)[C@@H]([C@@H](C1=CC=CC=C1)O)C)C1=CC=C(C=C1)SC1CC1 ((R)-3-cyclopentyl-2-(4-cyclopropylsulfanyl-phenyl)-N-((1R,2R)-2-hydroxy-1-methyl-2-phenyl-ethyl)-N-methyl-propionamide). Isolated yield 64.9%. As a reaction SMILES: C[Si](C)(C)N[Si](C)(C)C.C([Li])CCC.[CH:15]1([S:18][C:19]2[CH:24]=[CH:23][C:22]([CH2:25][C:26]([N:28]([C@H:30]([CH3:39])[C@H:31]([OH:38])[C:32]3[CH:37]=[CH:36][CH:35]=[CH:34][CH:33]=3)[CH3:29])=[O:27])=[CH:21][CH:20]=2)[CH2:17][CH2:16]1.C(OC(=O)NC1C=CC=C(CN2C=CC(NC(=O)[C@@H](C3C=CC(S(C)(=O)=O)=C(Cl)C=3)[CH2:62][CH:63]3[CH2:67][CH2:66][CH2:65][CH2:64]3)=N2)C=1)(C)(C)C>O1CCCC1.C(OCC)(=O)C>[CH:63]1([CH2:62][C@H:25]([C:22]2[CH:21]=[CH:20][C:19]([S:18][CH:15]3[CH2:17][CH2:16]3)=[CH:24][CH:23]=2)[C:26]([N:28]([C@H:30]([CH3:39])[C@H:31]([OH:38])[C:32]2[CH:33]=[CH:34][CH:35]=[CH:36][CH:37]=2)[CH3:29])=[O:27])[CH2:67][CH2:66][CH2:65][CH2:64]1. Reported procedure: A round bottom flask with a stir bar and argon inlet was charged with tetrahydrofuran (10 mL) and cooled to −78° C. 1,1,1,3,3,3-hexamethyldisilazane (1.2 mL, 5.69 mmol) was then added followed by the dropwise addition of a solution of n-butyl lithium (2.5M solution in hexanes, 2.12 mL, 5.32 mmol) and it was stirred at −78° C. for 15 min. After this time, a solution of 2-(4-cyclopropylsulfanyl-phenyl)-N-((1R,2R)-2-hydroxy-1-methyl-2-phenyl-ethyl)-N-methyl-acetamide (900 mg, 2.53 mmol) in tetrahyd...